describe an organic reaction: reactants, conditions, products, and yield From a dataset of the Open Reaction Database (ORD), a public repository of structured organic reaction records. Starting materials: CC(C)O, CCC1(F)CN(C2CCCC2)c2nc(Cl)ncc2N(C)C1=O, Cl, COc1cc(C(=O)O)ccc1N. Yields the product CCC1(F)CN(C2CCCC2)c2nc(Nc3ccc(C(=O)O)cc3OC)ncc2N(C)C1=O. As a reaction SMILES: [CH:36]([OH:37])([CH3:38])[CH3:39].[Cl:1][c:2]1[n:3][cH:4][c:5]2[c:6]([n:22]1)[N:7]([CH:17]1[CH2:18][CH2:19][CH2:20][CH2:21]1)[CH2:8][C:9]([F:14])([CH2:15][CH3:16])[C:10](=[O:13])[N:11]2[CH3:12].[ClH:35].[NH2:23][c:24]1[c:25]([O:33][CH3:34])[cH:26][c:27]([C:28](=[O:29])[OH:30])[cH:31][cH:32]1>>[c:2]1([NH:23][c:24]2[c:25]([O:33][CH3:34])[cH:26][c:27]([C:28](=[O:29])[OH:30])[cH:31][cH:32]2)[n:3][cH:4][c:5]2[c:6]([n:22]1)[N:7]([CH:17]1[CH2:18][CH2:19][CH2:20][CH2:21]1)[CH2:8][C:9]([F:14])([CH2:15][CH3:16])[C:10](=[O:13])[N:11]2[CH3:12]. Starting materials: ClCC=1N=NC=2C(N1)=C(N=C(N2)N)N (3-Chloromethyl-pyrimido[5,4-e][1,2,4]triazine-5,7-diamine), C(C)NCC (diethylamine). The solvent is C(C)O (ethanol). Conditions: temperature 100 celsius. Product: C(C)N(CC)CC=1N=NC=2C(N1)=C(N=C(N2)N)N (3-Diethylaminomethyl-pyrimido[5,4-e][1,2,4]triazine-5,7-diamine). RXN SMILES: Cl[CH2:2][C:3]1[N:4]=[N:5][C:6]2[C:7](=[C:9]([NH2:14])[N:10]=[C:11]([NH2:13])[N:12]=2)[N:8]=1.[CH2:15]([NH:17][CH2:18][CH3:19])[CH3:16]>C(O)C>[CH2:15]([N:17]([CH2:2][C:3]1[N:4]=[N:5][C:6]2[C:7](=[C:9]([NH2:14])[N:10]=[C:11]([NH2:13])[N:12]=2)[N:8]=1)[CH2:18][CH3:19])[CH3:16]. Reported procedure: A mixture of 3-Chloromethyl-pyrimido[5,4-e][1,2,4]triazine-5,7-diamine 3 (200 mg; 0.95 mmol) and diethylamine (2.00 mL) in absolute ethanol (2.0 mL) was heated to 100° C. in a sealed tube for 5 h. The mixture was then allowed to cool to room temperature and concentrated in vacuo. The crude product was purified by reverse phase HPLC (Rainin C18, 0% CH3CN to 30% CH3CN gradient, CH3CN/H2O, 0.1% TFA) and the bright yellow fractions containing the product were lyophilized after removal of CH3CN in va... Reactants: ClC1=CC=C(C(=O)C=2C=C(CSC=3NC(C4=C(N3)NC=C4C)=O)C=CC2)C=C1 (2-[3-(4-chlorobenzoyl) benzyl]thio-5-methyl-7H-pyrrolo[2,3-d]pyrimidin-4(3H)-one), COCCOC (DME), [H-].[Na+] (sodium hydride), CI (methyl iodide). Run in C(C)(=O)OCC (ethyl acetate). The product is ClC1=CC=C(C(=O)C=2C=C(CSC=3N(C(C4=C(N3)N(C=C4C)C)=O)C)C=CC2)C=C1 (2-[3-(4-Chlorobenzoyl)benzyl]thio-3,5,7-trimethyl-7H-pyrrolo[2,3-d]pyrimidin-4(3H)-one). Reaction SMILES: [Cl:1][C:2]1[CH:28]=[CH:27][C:5]([C:6]([C:8]2[CH:9]=[C:10]([CH:24]=[CH:25][CH:26]=2)[CH2:11][S:12][C:13]2[NH:14][C:15](=O)C3[C:21]([CH3:22])=[CH:20][NH:19][C:17]=3[N:18]=2)=[O:7])=[CH:4][CH:3]=1.[H-].[Na+].[CH3:31]I.CO[CH2:35][CH2:36][O:37]C>C(OCC)(=O)C>[Cl:1][C:2]1[CH:28]=[CH:27][C:5]([C:6]([C:8]2[CH:9]=[C:10]([CH:24]=[CH:25][CH:26]=2)[CH2:11][S:12][C:13]2[N:14]([CH3:15])[C:36](=[O:37])[C:35]3[C:21]([CH3:22])=[CH:20][N:19]([CH3:31])[C:17]=3[N:18]=2)=[O:7])=[CH:4][CH:3]=1 |f:1.2|. Reported procedure: Under argon gas, 2-[3-(4-chlorobenzoyl) benzyl]thio-5-methyl-7H-pyrrolo[2,3-d]pyrimidin-4(3H)-one (1.31 g) was suspended in anhydrous DME (32 ml) and, under ice-cooling and stirring, 60% sodium hydride-oil (269 mg) was added in two installments. The mixture was stirred for 15 minutes, after which methyl iodide (1.18 g) was added. Then, the mixture was further stirred at room temperature overnight. This reaction mixture was diluted with ethyl acetate, washed with saturated aqueous NaCl solution, ... The reactants are CC12N=NCC2(C1C(=O)OCC)C (ethyl 1,5-dimethyl-2,3-diaza-bicyclo[3.1.0]hex-2-ene-6-carboxylate), CC[O-].[Na+] (NaOEt). Run in C(C)O (ethanol), C(C)O (ethanol). Conditions: time 10 minute. Product: CC1=NNC=C(C1C(=O)OCC)C (ethyl 3,5-dimethyl-1,4-dihydropyridazine-4-carboxylate). Isolated yield 79.7%. As a reaction SMILES: [CH3:1][C:2]12[CH:7]([C:8]([O:10][CH2:11][CH3:12])=[O:9])[C:6]1([CH3:13])[CH2:5][N:4]=[N:3]2.CC[O-].[Na+]>C(O)C>[CH3:1][C:2]1[CH:7]([C:8]([O:10][CH2:11][CH3:12])=[O:9])[C:6]([CH3:13])=[CH:5][NH:4][N:3]=1 |f:1.2|. Procedure: To a solution of ethyl 1,5-dimethyl-2,3-diaza-bicyclo[3.1.0]hex-2-ene-6-carboxylate (1.25 g, 6.9 mmol) in ethanol (20 mL) was added a solution of NaOEt in ethanol (7 mL 0.2N) and the mixture was stirred for 10 min The resulting solution was partitioned between diethyl ether and water. The organic phase was isolated and the aqueous phase was extracted with diethyl ether. The combined organic phases were dried over MgSO4 and the volatiles were removed in vacuo to afford ethyl 3,5-dimethyl-1,4-dihy... The reactants are CO, CCC(C)(C)NCC(=O)c1ccc(O)c(O)c1OC, O=[Pt]. The product is CCC(C)(C)NCC(O)c1ccc(O)c(O)c1OC. Reaction SMILES: [CH3:22][OH:23].[OH:1][c:2]1[c:3]([O:18][CH3:19])[c:4]([C:9]([CH2:10][NH:11][C:12]([CH2:13][CH3:14])([CH3:15])[CH3:16])=[O:17])[cH:5][cH:6][c:7]1[OH:8].[Pt:20]=[O:21]>>[OH:1][c:2]1[c:3]([O:18][CH3:19])[c:4]([CH:9]([CH2:10][NH:11][C:12]([CH2:13][CH3:14])([CH3:15])[CH3:16])[OH:17])[cH:5][cH:6][c:7]1[OH:8]. Starting materials: C(C1=CC=CC=C1)C1CCN(CC1)C(=O)[C@H](C(C)C)NC(=O)NC1=CC(=NC2=CC=CC=C12)C (1-[(S)-1-(4-benzyl-piperidine-1-carbonyl)-2-methyl-propyl]-3-(2-methyl-quinolin-4-yl)-urea), [H-].[H-].[H-].[H-].[Li+].[Al+3] (LiAlH4). Solvent: C1CCOC1 (THF). Conditions: time 15 hour. Product: C(C1=CC=CC=C1)C1CCN(CC1)C[C@H](C(C)C)NC(=O)NC1=CC(=NC2=CC=CC=C12)C (1-[(S)-1-(4-Benzyl-piperidin-1-ylmethyl)-2-methyl-propyl]-3-(2-methyl-quinolin-4-yl)-urea). As a reaction SMILES: [CH2:1]([CH:8]1[CH2:13][CH2:12][N:11]([C:14]([C@@H:16]([NH:20][C:21]([NH:23][C:24]2[C:33]3[C:28](=[CH:29][CH:30]=[CH:31][CH:32]=3)[N:27]=[C:26]([CH3:34])[CH:25]=2)=[O:22])[CH:17]([CH3:19])[CH3:18])=O)[CH2:10][CH2:9]1)[C:2]1[CH:7]=[CH:6][CH:5]=[CH:4][CH:3]=1.[H-].[H-].[H-].[H-].[Li+].[Al+3]>C1COCC1>[CH2:1]([CH:8]1[CH2:13][CH2:12][N:11]([CH2:14][C@@H:16]([NH:20][C:21]([NH:23][C:24]2[C:33]3[C:28](=[CH:29][CH:30]=[CH:31][CH:32]=3)[N:27]=[C:26]([CH3:34])[CH:25]=2)=[O:22])[CH:17]([CH3:19])[CH3:18])[CH2:10][CH2:9]1)[C:2]1[CH:3]=[CH:4][CH:5]=[CH:6][CH:7]=1 |f:1.2.3.4.5.6|. Reported procedure: To a solution of 1-[(S)-1-(4-benzyl-piperidine-1-carbonyl)-2-methyl-propyl]-3-(2-methyl-quinolin-4-yl)-urea in THF (10 mL) is added at 0° C. LiAlH4 (40 mg, 1 mmol). The reaction mixture is stirred at room temperature for 15 h and then quenched with EtOAc (1 mL) and sat. NaHCO3 (0.2 mL). The resulting precipitate is removed by filtration and the filtercake washed with MeOH (2×5 mL). The mixture is evaporated and the residue purified by TLC (SiO2, CH2Cl2/MeOH, 5/1) to provide the title compound. The reactants are BrC1=C(C=C(C=C1)F)CO ((2-bromo-5-fluorophenyl)-methanol), CN(C=O)C (N,N-dimethylformamide), resultant solution, C(CCC)[Li] (n-butyllithium), CC1C(N(CCC1)C)(C)C (Tetramethylpiperidine), [Cl-].[NH4+] (ammonium chloride). Solvent: O1CCCC1 (tetrahydrofuran), O1CCCC1 (tetrahydrofuran). Reaction conditions: temperature -78 celsius, time 15 minute. Yields the product BrC=1C(=CC(=C(C=O)C1)F)CO (5-bromo-2-fluoro-4-hydroxymethyl-benzaldehyde). Isolated yield 106.7%. RXN SMILES: CC1CCCN(C)C1(C)C.C([Li])CCC.[Br:16][C:17]1[CH:22]=[CH:21][C:20]([F:23])=[CH:19][C:18]=1[CH2:24][OH:25].CN(C)[CH:28]=[O:29].[Cl-].[NH4+]>O1CCCC1>[Br:16][C:17]1[C:18]([CH2:24][OH:25])=[CH:19][C:20]([F:23])=[C:21]([CH:22]=1)[CH:28]=[O:29] |f:4.5|. Procedure details: Tetramethylpiperidine (0.68 g, 4.87 mmol) was dissolved in tetrahydrofuran (4.5 mL). To the resultant solution was added n-butyllithium (1.0 M n-hexane solution, 4.88 mL) at 0° C., and the solution was then stirred for 15 minutes. The solution was cooled to −78° C., and a solution of (2-bromo-5-fluorophenyl)-methanol (0.50 g, 2.43 mmol) in tetrahydrofuran (2.5 mL) was added dropwise. The temperature of the solution was raised over 2 hours to −40° C. The solution was again cooled to −78° C., and ...